This data is from the Open Reaction Database (ORD), a public repository of structured organic reaction records. The task is: describe an organic reaction: reactants, conditions, products, and yield Reactants: [Al+3], CC(=NO)C1(c2ccc(Cl)c(Cl)c2)CCC1, [H-], [H-], [H-], [H-], [Li+], [Na+], [OH-], O. The product is CC(N)C1(c2ccc(Cl)c(Cl)c2)CCC1. As a reaction SMILES: [Al+3:18].[C:1]([CH3:2])([C:3]1([c:7]2[cH:8][c:9]([Cl:14])[c:10]([Cl:13])[cH:11][cH:12]2)[CH2:4][CH2:5][CH2:6]1)=[N:15][OH:16].[H-:17].[H-:20].[H-:21].[H-:22].[Li+:19].[Na+:24].[OH-:23].[OH2:25]>>[CH:1]([CH3:2])([C:3]1([c:7]2[cH:8][c:9]([Cl:14])[c:10]([Cl:13])[cH:11][cH:12]2)[CH2:4][CH2:5][CH2:6]1)[NH2:15]. Starting materials: NCC(=O)NC(c1cccc(F)c1)c1cccc(F)c1, O=C(O)c1cccs1. Yields the product O=C(CNC(=O)c1cccs1)NC(c1cccc(F)c1)c1cccc(F)c1. RXN SMILES: [NH2:1][CH2:2][C:3](=[O:4])[NH:5][CH:6]([c:7]1[cH:8][c:9]([F:13])[cH:10][cH:11][cH:12]1)[c:14]1[cH:15][c:16]([F:20])[cH:17][cH:18][cH:19]1.[s:21]1[c:22]([C:26](=[O:27])[OH:28])[cH:23][cH:24][cH:25]1>>[NH:1]([CH2:2][C:3](=[O:4])[NH:5][CH:6]([c:7]1[cH:8][c:9]([F:13])[cH:10][cH:11][cH:12]1)[c:14]1[cH:15][c:16]([F:20])[cH:17][cH:18][cH:19]1)[C:26]([c:22]1[s:21][cH:25][cH:24][cH:23]1)=[O:27]. Starting materials: [OH-].[Na+] (sodium hydroxide), C(C)OC(=O)C=1C=C(C=C(C1)N(S(=O)(=O)C)S(=O)(=O)C)C=1C(=CC=CC1)C1=C(C=CC(=C1)Cl)OCC1=CC=CC=C1 (2-Benzyloxy-5-chloro-5″-dimethanesulfonylamino-[1,1′;2′,1″]terphenyl-3″-carboxylic acid ethyl ester), Cl (hydrochloric acid). Solvent: O (water), C(C)O (ethanol). Conditions: temperature 50 celsius. The product is C(C1=CC=CC=C1)OC1=C(C=C(C=C1)Cl)C=1C(=CC=CC1)C1=CC(=CC(=C1)NS(=O)(=O)C)C(=O)O (2-Benzyloxy-5-chloro-5″-methanesulfonylamino-[1,1′;2′,1″]terphenyl-3″-carboxylic acid). Reaction SMILES: C([O:3][C:4]([C:6]1[CH:7]=[C:8]([C:21]2[C:22]([C:27]3[CH:32]=[C:31]([Cl:33])[CH:30]=[CH:29][C:28]=3[O:34][CH2:35][C:36]3[CH:41]=[CH:40][CH:39]=[CH:38][CH:37]=3)=[CH:23][CH:24]=[CH:25][CH:26]=2)[CH:9]=[C:10]([N:12](S(C)(=O)=O)[S:13]([CH3:16])(=[O:15])=[O:14])[CH:11]=1)=[O:5])C.[OH-].[Na+].Cl>C(O)C.O>[CH2:35]([O:34][C:28]1[CH:29]=[CH:30][C:31]([Cl:33])=[CH:32][C:27]=1[C:22]1[C:21]([C:8]2[CH:9]=[C:10]([NH:12][S:13]([CH3:16])(=[O:15])=[O:14])[CH:11]=[C:6]([C:4]([OH:5])=[O:3])[CH:7]=2)=[CH:26][CH:25]=[CH:24][CH:23]=1)[C:36]1[CH:37]=[CH:38][CH:39]=[CH:40][CH:41]=1 |f:1.2|. Reported procedure: 2-Benzyloxy-5-chloro-5″-dimethanesulfonylamino-[1,1′;2′,1″]terphenyl-3″-carboxylic acid ethyl ester was dissolved in ethanol (5 ml) and 1M sodium hydroxide (1 ml, 1 mmol) and left at room temperature for 5 hours then heated at 50° C. for 1 hour. The resulting solution was diluted with water, acidified with 1M hydrochloric acid and extracted with diethyl ether. The organic phase was dried (MgSO4), evaporated to dryness and triturated with diethyl ether/iso-hexane to yield the title compound as a ... Starting materials: CN(C=1C=C(C=CC1)O)C (3-dimethylaminophenol), ClC=1C=CC(=C(C1)N(C(OC(C)(C)C)=O)C)[N+](=O)[O-] (t-butyl N-(5-chloro-2-nitrophenyl)-N-methylcarbamate), [H-].[Na+] (sodium hydride). The solvent is CN(C=O)C (N,N-dimethylformamide). Product: CN(C=1C=C(OC=2C=CC(=C(C2)N(C(OC(C)(C)C)=O)C)[N+](=O)[O-])C=CC1)C (t-Butyl N-[5-(3-dimethylaminophenoxy)-2-nitrophenyl]-N-methylcarbamate). Yield: 93.7%. As a reaction SMILES: [CH3:1][N:2]([CH3:10])[C:3]1[CH:4]=[C:5]([OH:9])[CH:6]=[CH:7][CH:8]=1.Cl[C:12]1[CH:13]=[CH:14][C:15]([N+:27]([O-:29])=[O:28])=[C:16]([N:18]([CH3:26])[C:19](=[O:25])[O:20][C:21]([CH3:24])([CH3:23])[CH3:22])[CH:17]=1.[H-].[Na+]>CN(C)C=O>[CH3:1][N:2]([CH3:10])[C:3]1[CH:4]=[C:5]([CH:6]=[CH:7][CH:8]=1)[O:9][C:12]1[CH:13]=[CH:14][C:15]([N+:27]([O-:29])=[O:28])=[C:16]([N:18]([CH3:26])[C:19](=[O:25])[O:20][C:21]([CH3:22])([CH3:23])[CH3:24])[CH:17]=1 |f:2.3|. Reported procedure: In a similar manner to that described in Reference Example 6, a reaction was carried out using 3-dimethylaminophenol (0.82 g), t-butyl N-(5-chloro-2-nitrophenyl)-N-methylcarbamate (1.72 g), sodium hydride (55 wt. %, 0.26 g) and anhydrous N,N-dimethylformamide (50 ml) and the reaction mixture was purified to give the title compound (2.17 g). Starting materials: CC(=O)OC(C)=O, ClCCl, NCCc1c[nH]c2cc(F)ccc12. Product: CC(=O)NCCc1c[nH]c2cc(F)ccc12. RXN SMILES: [C:14]([CH3:15])(=[O:16])[O:17][C:18](=[O:19])[CH3:20].[Cl:21][CH2:22][Cl:23].[F:1][c:2]1[cH:3][cH:4][c:5]2[c:6]([CH2:11][CH2:12][NH2:13])[cH:7][nH:8][c:9]2[cH:10]1>>[F:1][c:2]1[cH:3][cH:4][c:5]2[c:6]([CH2:11][CH2:12][NH:13][C:14]([CH3:15])=[O:16])[cH:7][nH:8][c:9]2[cH:10]1. Starting materials: BrCCc1sccc1CBr, CC#N, CCN(C(C)C)C(C)C, NCc1ccccc1Cl. Product: Clc1ccccc1CN1CCc2sccc2C1. RXN SMILES: [Br:1][CH2:2][CH2:3][c:4]1[s:5][cH:6][cH:7][c:8]1[CH2:9][Br:10].[CH3:29][C:30]#[N:31].[CH:20]([N:21]([CH:22]([CH3:23])[CH3:24])[CH2:25][CH3:26])([CH3:27])[CH3:28].[Cl:11][c:12]1[c:13]([CH2:14][NH2:15])[cH:16][cH:17][cH:18][cH:19]1>>[CH2:2]1[CH2:3][c:4]2[s:5][cH:6][cH:7][c:8]2[CH2:9][N:15]1[CH2:14][c:13]1[c:12]([Cl:11])[cH:19][cH:18][cH:17][cH:16]1. Reactants: Cl, [Na+], [OH-], O, O=S(=O)(O)OCC1Cc2ccccc2CN1, S=C=S. Product: S=C1SCC2Cc3ccccc3CN12. RXN SMILES: [ClH:22].[Na+:21].[OH-:20].[OH2:23].[OH:4][S:5]([O:6][CH2:9][CH:10]1[NH:11][CH2:12][c:13]2[cH:14][cH:15][cH:16][cH:17][c:18]2[CH2:19]1)(=[O:7])=[O:8].[S:1]=[C:2]=[S:3]>>[S:1]1[C:2](=[S:3])[N:11]2[CH:10]([CH2:9]1)[CH2:19][c:18]1[c:13]([cH:14][cH:15][cH:16][cH:17]1)[CH2:12]2. The reactants are CCOC(=O)Cl, CCCCNC1CC(C)(C)NC(C)(C)C1, Cc1ccccc1, [K+], [K+], O=C([O-])[O-]. Product: CCCCN(C(=O)OCC)C1CC(C)(C)NC(C)(C)C1. Reaction SMILES: [C:16]([O:17][CH2:18][CH3:19])(=[O:20])[Cl:21].[CH2:1]([CH2:2][CH2:3][CH3:4])[NH:5][CH:6]1[CH2:7][C:8]([CH3:14])([CH3:15])[NH:9][C:10]([CH3:12])([CH3:13])[CH2:11]1.[CH3:28][c:29]1[cH:30][cH:31][cH:32][cH:33][cH:34]1.[K+:22].[K+:23].[O-:24][C:25]([O-:26])=[O:27]>>[CH2:1]([CH2:2][CH2:3][CH3:4])[N:5]([CH:6]1[CH2:7][C:8]([CH3:14])([CH3:15])[NH:9][C:10]([CH3:12])([CH3:13])[CH2:11]1)[C:16]([O:17][CH2:18][CH3:19])=[O:20].